This data is from the Open Reaction Database (ORD), a public repository of structured organic reaction records. The task is: describe an organic reaction: reactants, conditions, products, and yield The reactants are CS(C)=O, C[S+](C)(C)=O, CC(C)(C)C(=O)COC1CCCCO1, [H-], [I-], [Na+], O. Yields the product CC(C)(C)C1(COC2CCCCO2)CO1. RXN SMILES: [CH3:24][S:25]([CH3:26])=[O:27].[CH3:4][S+:5]([CH3:6])([CH3:7])=[O:8].[CH3:9][C:10]([C:11]([CH2:12][O:13][CH:14]1[O:15][CH2:16][CH2:17][CH2:18][CH2:19]1)=[O:20])([CH3:21])[CH3:22].[H-:1].[I-:3].[Na+:2].[OH2:23]>>[CH2:4]1[C:11]([C:10]([CH3:9])([CH3:21])[CH3:22])([CH2:12][O:13][CH:14]2[O:15][CH2:16][CH2:17][CH2:18][CH2:19]2)[O:20]1. The reactants are CI (methyl iodide), FC1=C(COCCCCO)C=C(C=C1)Br (4-(2-fluoro-5-bromobenzyloxy)butanol), CC(C)([O-])C.[K+] (potassium t-butoxide), solution. The solvent is O1CCCC1 (tetrahydrofuran), O1CCCC1 (tetrahydrofuran). Conditions: temperature -78 celsius. Yields the product COCCCCOCC1=C(C=CC(=C1)Br)F (1-methoxy-4-(2-fluoro-5-bromobenzyloxy)butane). Reaction SMILES: [F:1][C:2]1[CH:14]=[CH:13][C:12]([Br:15])=[CH:11][C:3]=1[CH2:4][O:5][CH2:6][CH2:7][CH2:8][CH2:9][OH:10].[CH3:16]C(C)([O-])C.[K+].CI>O1CCCC1>[CH3:16][O:10][CH2:9][CH2:8][CH2:7][CH2:6][O:5][CH2:4][C:3]1[CH:11]=[C:12]([Br:15])[CH:13]=[CH:14][C:2]=1[F:1] |f:1.2|. Reported procedure: A solution of 4-(2-fluoro-5-bromobenzyloxy)butanol (897 mg, 3.24 mmol) in tetrahydrofuran (22 ml) was cooled to −40° C. and then treated with potassium t-butoxide (3.56 ml of a 1 M solution in tetrahydrofuran, 3.56 mmol). The resulting orange solution was stirred for thirty minutes, cooled to −78° C. and treated with methyl iodide (0.40 ml, 6.48 mmol). The reaction was warmed to 0° C. and stirred for 1.5 hours. The reaction mixture was then partitioned between methylene chloride and saturated so... The reactants are CCn1cc(C(=O)O)c(=O)c2cc(F)c(F)c(F)c21, CC#N, C1CCC2=NCCCN2CC1, OCCNCC1CCNC1. Product: CCn1cc(C(=O)O)c(=O)c2cc(F)c(N3CCC(CNCCO)C3)c(F)c21. RXN SMILES: [CH2:1]([CH3:2])[n:3]1[cH:4][c:5]([C:17](=[O:18])[OH:19])[c:6](=[O:16])[c:7]2[cH:8][c:9]([F:15])[c:10]([F:14])[c:11]([F:13])[c:12]12.[CH3:41][C:42]#[N:43].[N:20]12[CH2:21][CH2:22][CH2:23][N:24]=[C:25]1[CH2:26][CH2:27][CH2:28][CH2:29][CH2:30]2.[NH:31]1[CH2:32][CH:33]([CH2:36][NH:37][CH2:38][CH2:39][OH:40])[CH2:34][CH2:35]1>>[CH2:1]([CH3:2])[n:3]1[cH:4][c:5]([C:17](=[O:18])[OH:19])[c:6](=[O:16])[c:7]2[cH:8][c:9]([F:15])[c:10]([N:31]3[CH2:32][CH:33]([CH2:36][NH:37][CH2:38][CH2:39][OH:40])[CH2:34][CH2:35]3)[c:11]([F:13])[c:12]12. Reactants: O=Cc1cccnc1Br, CC(C)(C)OC(=O)N1CCNCC1, C1CCOC1, CCN(C(C)C)C(C)C, O. Yields the product CC(C)(C)OC(=O)N1CCN(c2ncccc2C=O)CC1. As a reaction SMILES: [Br:1][c:2]1[n:3][cH:4][cH:5][cH:6][c:7]1[CH:8]=[O:9].[C:19]([CH3:20])([CH3:21])([CH3:22])[O:23][C:24](=[O:25])[N:26]1[CH2:27][CH2:28][NH:29][CH2:30][CH2:31]1.[CH2:33]1[O:34][CH2:35][CH2:36][CH2:37]1.[CH:10]([N:11]([CH:12]([CH3:13])[CH3:14])[CH2:15][CH3:16])([CH3:17])[CH3:18].[OH2:32]>>[c:2]1([N:29]2[CH2:28][CH2:27][N:26]([C:24]([O:23][C:19]([CH3:20])([CH3:21])[CH3:22])=[O:25])[CH2:31][CH2:30]2)[n:3][cH:4][cH:5][cH:6][c:7]1[CH:8]=[O:9]. Starting materials: resultant solution, Cl (hydrochloric acid), CNC=1SC(=C(N1)C(=O)OCC)C1=CC=NC=C1 (ethyl 2-methylamino-5-(4-pyridyl)-4-thiazolecarboxylate), [H-].[Al+3].[Li+].[H-].[H-].[H-] (lithium aluminum hydride), ice water. Isolated yield 37.0%. Reaction conditions: time 30 minute. Run in O1CCCC1 (tetrahydrofuran). Procedure: To a solution of ethyl 2-methylamino-5-(4-pyridyl)-4-thiazolecarboxylate (2.6 g) in dry tetrahydrofuran (120 ml) was added lithium aluminum hydride (0.38 g) at -10° C. with stirring, which was continued at -10°~-3° C. for 30 minutes. The reaction mixture was poured into ice-water and the resultant solution was acidified to pH 1.0 with 10% hydrochloric acid. The insoluble material was filtered off. The filtrate was adjusted to pH 7.0 with 20% aqueous solution of potassium carbonate and extracted ... As a reaction SMILES: [CH3:1][NH:2][C:3]1[S:4][C:5]([C:13]2[CH:18]=[CH:17][N:16]=[CH:15][CH:14]=2)=[C:6]([C:8](OCC)=[O:9])[N:7]=1.[H-].[Al+3].[Li+].[H-].[H-].[H-].Cl>O1CCCC1>[CH:8]([C:6]1[N:7]=[C:3]([NH:2][CH3:1])[S:4][C:5]=1[C:13]1[CH:18]=[CH:17][N:16]=[CH:15][CH:14]=1)=[O:9] |f:1.2.3.4.5.6|. Product: C(=O)C=1N=C(SC1C1=CC=NC=C1)NC (4-formyl-2-methylamino-5-(4-pyridyl)thiazole). Starting materials: [OH-].[Na+] (sodium hydroxide), C(C1=CC=CC=C1)N(CC1=COC=C1)CCCl (N-benzyl-N-(3-furylmethyl)-2-chloroethylamine), C(CCC)[Li] (n-butyl lithium). Run in O1CCCC1 (tetrahydrofuran), CCCCCC (hexane). Conditions: time 2 hour. The product is C(C1=CC=CC=C1)N1CC2=C(CC1)OC=C2 (5-benzyl-4,5,6,7-tetrahydrofuro[3,2-c]pyridine). As a reaction SMILES: [CH2:1]([N:8]([CH2:15][CH2:16]Cl)[CH2:9][C:10]1[CH:14]=[CH:13][O:12][CH:11]=1)[C:2]1[CH:7]=[CH:6][CH:5]=[CH:4][CH:3]=1.C([Li])CCC.[OH-].[Na+]>O1CCCC1.CCCCCC>[CH2:1]([N:8]1[CH2:15][CH2:16][C:11]2[O:12][CH:13]=[CH:14][C:10]=2[CH2:9]1)[C:2]1[CH:7]=[CH:6][CH:5]=[CH:4][CH:3]=1 |f:2.3|. Procedure: To a solution of 0.209 g (0.837 mmol) of N-benzyl-N-(3-furylmethyl)-2-chloroethylamine in 50 ml of tetrahydrofuran, 1.05 ml (1.67 mmol) of 1.6 M n-butyl lithium in hexane was added under ice-cooling, followed by stirring at room temperature for 2 hours. The reaction mixture was poured into aqueous sodium hydroxide and extracted with dichloromethane 3 times. The combined organic layer was dried over anhydrous magnesium sulfate; the solvent was distilled off under reduced pressure. The resulting c... Starting materials: CC(=O)O, SCCS, Cc1ccc2c(c1)C(=O)C(=O)N2. Product: Cc1ccc2c(c1)C1(SCCS1)C(=O)N2. As a reaction SMILES: [C:17]([OH:18])(=[O:19])[CH3:20].[CH2:13]([CH2:14][SH:15])[SH:16].[CH3:1][c:2]1[cH:3][c:4]2[c:8]([cH:9][cH:10]1)[NH:7][C:6](=[O:11])[C:5]2=[O:12]>>[CH3:1][c:2]1[cH:3][c:4]2[c:8]([cH:9][cH:10]1)[NH:7][C:6](=[O:11])[C:5]21[S:15][CH2:14][CH2:13][S:16]1. The reactants are CC1(CCOC2=C1C=C(C=C2)/C(=C/C2=CC=C(CO)C=C2)/C)C (p-[(E)-2-(3,4-dihydro-4,4-dimethyl-1-benzopyran-6-yl)propenyl]benzyl alcohol). Reagents/catalysts: [O-2].[O-2].[Mn+4] (manganese dioxide). Solvent: C(Cl)Cl (methylene chloride). Reaction conditions: time 6 hour. The product is CC1(CCOC2=C1C=C(C=C2)/C(=C/C2=CC=C(C=O)C=C2)/C)C (p-[(E)-2-(3,4-dihydro-4,4-dimethyl-2H-1-benzopyran-6-yl)propenyl]benzaldehyde). The yield is 70.5%. Reaction SMILES: [CH3:1][C:2]1([CH3:23])[C:7]2[CH:8]=[C:9](/[C:12](/[CH3:22])=[CH:13]/[C:14]3[CH:21]=[CH:20][C:17]([CH2:18][OH:19])=[CH:16][CH:15]=3)[CH:10]=[CH:11][C:6]=2[O:5][CH2:4][CH2:3]1>C(Cl)Cl.[O-2].[O-2].[Mn+4]>[CH3:1][C:2]1([CH3:23])[C:7]2[CH:8]=[C:9](/[C:12](/[CH3:22])=[CH:13]/[C:14]3[CH:15]=[CH:16][C:17]([CH:18]=[O:19])=[CH:20][CH:21]=3)[CH:10]=[CH:11][C:6]=2[O:5][CH2:4][CH2:3]1 |f:2.3.4|. Reported procedure: 0.5 g of p-[(E)-2-(3,4-dihydro-4,4-dimethyl-1-benzopyran-6-yl)propenyl]benzyl alcohol was dissolved in 20 ml of methylene chloride and the solution is treated with 10 g of manganese dioxide. After stirring at room temperature for 6 hours, the solid material is filtered off, rinsed well with methylene chloride and the filtrate was evaporated. After recrystallization of the residue from hexane/ether, there are obtained 350 mg of p-[(E)-2-(3,4-dihydro-4,4-dimethyl-2H-1-benzopyran-6-yl)propenyl]benz... The reactants are N1=CC=CC2=C1OC1=C(NC2)C=CC=C1 (6H-pyrido[2,3-b][1,5]benzoxazepine), FC1=C(C(=O)Cl)C=CC(=C1)F (2,4-difluoro benzoylchloride), FC1=C(C=CC(=C1)F)C(=O)N1CC2=C(OC3=C1C=CC=C3)N=CC=C2 ((2,4-difluoro-phenyl)-(11H-5-oxa-4,10-diaza-dibenzo[a,d]cyclohepten-10-yl)-methanone), [Na] (sodium), CC1=NNC=C1 (3-methylpyrazole). The product is FC1=C(C=CC(=C1)N1N=C(C=C1)C)C(=O)N1CC2=C(OC3=C1C=CC=C3)N=CC=C2 ([2-Fluoro-4-(3-methyl-pyrazol-1-yl)-phenyl]-(11H-5-oxa-4,10-diaza-dibenzo[a,d]cyclohepten-10-yl)-methanone). Reaction SMILES: N1C2OC3C=CC=CC=3NCC=2C=CC=1.FC1C=C(F)C=CC=1C(Cl)=O.[F:27][C:28]1[CH:33]=[C:32](F)[CH:31]=[CH:30][C:29]=1[C:35]([N:37]1[C:43]2[CH:44]=[CH:45][CH:46]=[CH:47][C:42]=2[O:41][C:40]2[N:48]=[CH:49][CH:50]=[CH:51][C:39]=2[CH2:38]1)=[O:36].[Na].[CH3:53][C:54]1[CH:58]=[CH:57][NH:56][N:55]=1>>[F:27][C:28]1[CH:33]=[C:32]([N:56]2[CH:57]=[CH:58][C:54]([CH3:53])=[N:55]2)[CH:31]=[CH:30][C:29]=1[C:35]([N:37]1[C:43]2[CH:44]=[CH:45][CH:46]=[CH:47][C:42]=2[O:41][C:40]2[N:48]=[CH:49][CH:50]=[CH:51][C:39]=2[CH2:38]1)=[O:36] |^1:51|. Reported procedure: The title compound may be prepared in a manner analogous to that of the 2-chloro analog of Example 16, by reacting 6H-pyrido[2,3-b][1,5]benzoxazepine of Example 16, Step A with 2,4-difluoro benzoylchloride of Example 9, Step A. Subsequent reaction of the intermediate (2,4-difluoro-phenyl)-(11H-5-oxa-4,10-diaza-dibenzo[a,d]cyclohepten-10-yl)-methanone with the sodium salt of 3-methylpyrazole in a manner analogous to that of Example 16, Step C will provide the title compound. Starting materials: CC(C)O, CCOC(=O)C(C)(C)Cc1c(SC(C)(C)C)c2cc(OCc3cccnc3)ccc2n1Cc1ccc(Cl)cc1, [Li+], [OH-]. Product: CC(C)(C)Sc1c(CC(C)(C)C(=O)O)n(Cc2ccc(Cl)cc2)c2ccc(OCc3cccnc3)cc12. Reaction SMILES: [CH:42]([OH:43])([CH3:44])[CH3:45].[Cl:1][c:2]1[cH:3][cH:4][c:5]([CH2:6][n:7]2[c:8]([CH2:29][C:30]([C:31](=[O:32])[O:33][CH2:34][CH3:35])([CH3:36])[CH3:37])[c:9]([S:24][C:25]([CH3:26])([CH3:27])[CH3:28])[c:10]3[cH:11][c:12]([O:16][CH2:17][c:18]4[cH:19][n:20][cH:21][cH:22][cH:23]4)[cH:13][cH:14][c:15]23)[cH:38][cH:39]1.[Li+:41].[OH-:40]>>[Cl:1][c:2]1[cH:3][cH:4][c:5]([CH2:6][n:7]2[c:8]([CH2:29][C:30]([C:31](=[O:32])[OH:33])([CH3:36])[CH3:37])[c:9]([S:24][C:25]([CH3:26])([CH3:27])[CH3:28])[c:10]3[cH:11][c:12]([O:16][CH2:17][c:18]4[cH:19][n:20][cH:21][cH:22][cH:23]4)[cH:13][cH:14][c:15]23)[cH:38][cH:39]1.